Dataset: the Open Reaction Database (ORD), a public repository of structured organic reaction records. Task: describe an organic reaction: reactants, conditions, products, and yield Starting materials: OCC1CSC(N2C1C1=CC(=C(C=C1CC2)OC)OC)CC=N (1-(hydroxymethyl)-4-(iminoethyl)-9,10-dimethoxy-1,6,7,11b-tetrahydro-2H,4H-[1,3]thiazino[4,3-a]isoquinoline), NC1=CC=CC=C1 (aniline). Run in C(C)O (ethanol). The product is OCC1CSC(N2C1C1=CC(=C(C=C1CC2)OC)OC)C2C(C=CC=C2)=N (1-(hydroxymethyl)-4-(iminophenyl)-9,10-dimethoxy-1,6,7,11b-tetrahydro-2H,4H-[1,3]thiazino[4,3-a]isoquinoline). The yield is 62.0%. Reaction SMILES: [OH:1][CH2:2][CH:3]1[CH:8]2[C:9]3[C:14]([CH2:15][CH2:16][N:7]2[CH:6]([CH2:21][CH:22]=[NH:23])[S:5][CH2:4]1)=[CH:13][C:12]([O:17][CH3:18])=[C:11]([O:19][CH3:20])[CH:10]=3.N[C:25]1[CH:30]=CC=[CH:27][CH:26]=1>C(O)C>[OH:1][CH2:2][CH:3]1[CH:8]2[C:9]3[C:14]([CH2:15][CH2:16][N:7]2[CH:6]([CH:21]2[CH:27]=[CH:26][CH:25]=[CH:30][C:22]2=[NH:23])[S:5][CH2:4]1)=[CH:13][C:12]([O:17][CH3:18])=[C:11]([O:19][CH3:20])[CH:10]=3. Procedure details: 3.4 g (0.01 mole) of 1-(hydroxymethyl)-4-(iminoethyl)-9,10-dimethoxy-1,6,7,11b-tetrahydro-2H,4H-[1,3]thiazino[4,3-a]isoquinoline are refluxed with 1.86 g (0.02 mole) of aniline in 30 ml of ethanol for 5 hours. The excess of ethanol and aniline is distilled off and crystallized from ethanol to yield the desired compound, melting at 187° to 189° C. Yield: 62%. Starting materials: OC1=CC(=CC=2OC(C3=C(C21)C(CCC3)C)(C)C)C(C)C(CCCCC)C (1-Hydroxy-3-(3-methyl-2-octyl)-7,8,9,10-tetrahydro-6,6,10-trimethyl-6H-dibenzo[ b,d] pyran), Cl.N1(CCCC1)CCCC(=O)O (γ-pyrrolidinobutyric acid hydrochloride). Yields the product Cl.CC(C(C)C=1C=C(C2=C(OC(C3=C2C(CCC3)C)(C)C)C1)OC(CCCN1CCCC1)=O)CCCCC (3-(3-methyl-2-octyl)-1-[4-(pyrrolidino)-butyryloxy]-7,8,9,10-tetrahydro-6,6,10-trimethyl-6H-dibenzo[ b,d] pyran hydrochloride). Reaction SMILES: [OH:1][C:2]1[C:11]2[C:10]3[CH:12]([CH3:16])[CH2:13][CH2:14][CH2:15][C:9]=3[C:8]([CH3:18])([CH3:17])[O:7][C:6]=2[CH:5]=[C:4]([CH:19]([CH:21]([CH3:27])[CH2:22][CH2:23][CH2:24][CH2:25][CH3:26])[CH3:20])[CH:3]=1.[ClH:28].[N:29]1([CH2:34][CH2:35][CH2:36][C:37](O)=[O:38])[CH2:33][CH2:32][CH2:31][CH2:30]1>>[ClH:28].[CH3:27][CH:21]([CH2:22][CH2:23][CH2:24][CH2:25][CH3:26])[CH:19]([C:4]1[CH:3]=[C:2]([O:1][C:37](=[O:38])[CH2:36][CH2:35][CH2:34][N:29]2[CH2:33][CH2:32][CH2:31][CH2:30]2)[C:11]2[C:10]3[CH:12]([CH3:16])[CH2:13][CH2:14][CH2:15][C:9]=3[C:8]([CH3:17])([CH3:18])[O:7][C:6]=2[CH:5]=1)[CH3:20] |f:1.2,3.4|. Reported procedure: 1-Hydroxy-3-(3-methyl-2-octyl)-7,8,9,10-tetrahydro-6,6,10-trimethyl-6H-dibenzo[ b,d] pyran from Example 32 is reacted with γ-pyrrolidinobutyric acid hydrochloride following the procedure of Example 9 to produce 3-(3-methyl-2-octyl)-1-[4-(pyrrolidino)-butyryloxy]-7,8,9,10-tetrahydro-6,6,10-trimethyl-6H-dibenzo[ b,d] pyran hydrochloride.